From a dataset of the Open Reaction Database (ORD), a public repository of structured organic reaction records. describe an organic reaction: reactants, conditions, products, and yield Reactants: [H-].[Na+] (NaH), CC1(OC2=CC=C(C=C2C(C1O)C=1C(N(C=CC1)CC1=CC=CC=C1)=O)C#N)C (2,2-dimethyl-4-(1-benzyl-1,2-dihydro-2-oxo-3-pyridyl)-6-cyano-3-chromanol). The solvent is O1CCOCC1 (dioxane), N#N (N2). Run at time 10 hour. Yields the product CC1(OC2=CC=C(C=C2C(=C1)C=1C(N(C=CC1)CC1=CC=CC=C1)=O)C#N)C (2,2-Dimethyl-4-(1-benzyl-1,2-dihydro-2-oxo-3-pyridyl)-6-cyano-3-chromene). RXN SMILES: [H-].[Na+].[CH3:3][C:4]1([CH3:31])[CH:13](O)[CH:12]([C:15]2[C:16](=[O:28])[N:17]([CH2:21][C:22]3[CH:27]=[CH:26][CH:25]=[CH:24][CH:23]=3)[CH:18]=[CH:19][CH:20]=2)[C:11]2[C:6](=[CH:7][CH:8]=[C:9]([C:29]#[N:30])[CH:10]=2)[O:5]1>O1CCOCC1.N#N>[CH3:3][C:4]1([CH3:31])[CH:13]=[C:12]([C:15]2[C:16](=[O:28])[N:17]([CH2:21][C:22]3[CH:23]=[CH:24][CH:25]=[CH:26][CH:27]=3)[CH:18]=[CH:19][CH:20]=2)[C:11]2[C:6](=[CH:7][CH:8]=[C:9]([C:29]#[N:30])[CH:10]=2)[O:5]1 |f:0.1|. Procedure details: 0.4 g of NaH is added to a solution of 1 g of 2,2-dimethyl-4-(1-benzyl-1,2-dihydro-2-oxo-3-pyridyl)-6-cyano-3-chromanol in 40 ml of dioxane while stirring and passing in N2, the mixture is subsequently boiled for 10 hours and evaporated, and the residue is worked up in the customary manner. 2,2-Dimethyl-4-(1-benzyl-1,2-dihydro-2-oxo-3-pyridyl)-6-cyano-3-chromene is obtained, m.p. 130°-132°. Reactants: C(C)(=O)OCC1=NC=C(C=C1)C (2-acetoxymethyl-5-methylpyridine), [OH-].[Na+] (sodium hydroxide), [Cl-].[Na+] (sodium chloride). Run in O (water). Yields the product OCC1=NC=C(C=C1)C (2-hydroxymethyl-5-methylpyridine). Yield: 83.4%. As a reaction SMILES: C([O:4][CH2:5][C:6]1[CH:11]=[CH:10][C:9]([CH3:12])=[CH:8][N:7]=1)(=O)C.[OH-].[Na+].[Cl-].[Na+]>O>[OH:4][CH2:5][C:6]1[CH:11]=[CH:10][C:9]([CH3:12])=[CH:8][N:7]=1 |f:1.2,3.4|. Reported procedure: 14.0 g of 2-acetoxymethyl-5-methylpyridine were heated under reflux for 90 minutes in a solution of 4.5 g of sodium hydroxide in 150 ml of water. The cooled solution was saturated with sodium chloride and extracted with a total amount of 100 ml of chloroform. The organic phases were washed with saturated sodium chloride solution, dried over magnesium sulphate, and concentrated by evaporation at 40°/16 mm Hg. The oil obtained distilled at 12°/8 mm Hg. 8.7 g of 2-hydroxymethyl-5-methylpyridine wer...